Dataset: the Open Reaction Database (ORD), a public repository of structured organic reaction records. Task: describe an organic reaction: reactants, conditions, products, and yield Starting materials: C(C1=CC=CC=C1)N1CCC2=CC(=CC=C12)O (1-benzylindolin-5-ol), C1(=CC=CC=C1)C1=CC=C(C=C1)N=C=O (4-phenylphenylisocyanate), Example 1 ( 2 ). Yields the product C1(=CC=CC=C1)C1=CC=C(C=C1)NC(OC=1C=C2CCN(C2=CC1)CC1=CC=CC=C1)=O (1-benzylindolin-5-yl 4-phenylphenylcarbamate), solid. Isolated yield 3.0%. As a reaction SMILES: [CH2:1]([N:8]1[C:16]2[C:11](=[CH:12][C:13]([OH:17])=[CH:14][CH:15]=2)[CH2:10][CH2:9]1)[C:2]1[CH:7]=[CH:6][CH:5]=[CH:4][CH:3]=1.[C:18]1([C:24]2[CH:29]=[CH:28][C:27]([N:30]=[C:31]=[O:32])=[CH:26][CH:25]=2)[CH:23]=[CH:22][CH:21]=[CH:20][CH:19]=1>>[C:18]1([C:24]2[CH:29]=[CH:28][C:27]([NH:30][C:31](=[O:32])[O:17][C:13]3[CH:12]=[C:11]4[C:16](=[CH:15][CH:14]=3)[N:8]([CH2:1][C:2]3[CH:3]=[CH:4][CH:5]=[CH:6][CH:7]=3)[CH2:9][CH2:10]4)=[CH:26][CH:25]=2)[CH:19]=[CH:20][CH:21]=[CH:22][CH:23]=1. Reported procedure: The title compound was synthesized from 1-benzylindolin-5-ol (15.0 mg, 66.6 μmol) using the same procedure employed for Example 1 (2), but with 4-phenylphenylisocyanate instead of 4-isopropylphenylisocyanate. The product was obtained as a white solid (0.9 mg, 3%) having the following characteristics. The reactants are C1CCOC1, CN1CCN(C2CCNCC2)CC1, CCN(C(C)C)C(C)C, Cc1ccc(C(=O)NC(C)C)cc1-c1nc(S(C)=O)nc2c1CNC(=O)N2c1c(F)cccc1F. Product: Cc1ccc(C(=O)NC(C)C)cc1-c1nc(N2CCC(N3CCN(C)CC3)CC2)nc2c1CNC(=O)N2c1c(F)cccc1F. Reaction SMILES: [CH2:58]1[O:59][CH2:60][CH2:61][CH2:62]1.[CH3:36][N:37]1[CH2:38][CH2:39][N:40]([CH:43]2[CH2:44][CH2:45][NH:46][CH2:47][CH2:48]2)[CH2:41][CH2:42]1.[CH:49]([N:50]([CH2:51][CH3:52])[CH:53]([CH3:54])[CH3:55])([CH3:56])[CH3:57].[F:1][c:2]1[c:3]([N:9]2[C:10](=[O:35])[NH:11][CH2:12][c:13]3[c:14]2[n:15][c:16]([S:32]([CH3:33])=[O:34])[n:17][c:18]3-[c:19]2[cH:20][c:21]([C:22](=[O:23])[NH:24][CH:25]([CH3:26])[CH3:27])[cH:28][cH:29][c:30]2[CH3:31])[c:4]([F:8])[cH:5][cH:6][cH:7]1>>[F:1][c:2]1[c:3]([N:9]2[C:10](=[O:35])[NH:11][CH2:12][c:13]3[c:14]2[n:15][c:16]([N:46]2[CH2:45][CH2:44][CH:43]([N:40]4[CH2:39][CH2:38][N:37]([CH3:36])[CH2:42][CH2:41]4)[CH2:48][CH2:47]2)[n:17][c:18]3-[c:19]2[cH:20][c:21]([C:22](=[O:23])[NH:24][CH:25]([CH3:26])[CH3:27])[cH:28][cH:29][c:30]2[CH3:31])[c:4]([F:8])[cH:5][cH:6][cH:7]1.